From a dataset of the Open Reaction Database (ORD), a public repository of structured organic reaction records. describe an organic reaction: reactants, conditions, products, and yield Starting materials: CN(C)C=O, N#Cc1cccnc1Cl, [H-], [Na+], Oc1cccnc1. Product: N#Cc1cccnc1Oc1cccnc1. As a reaction SMILES: [CH:19]([N:20]([CH3:21])[CH3:22])=[O:23].[Cl:10][c:11]1[c:12]([C:13]#[N:14])[cH:15][cH:16][cH:17][n:18]1.[H-:9].[Na+:8].[n:1]1[cH:2][c:3]([OH:7])[cH:4][cH:5][cH:6]1>>[n:1]1[cH:2][c:3]([O:7][c:11]2[c:12]([C:13]#[N:14])[cH:15][cH:16][cH:17][n:18]2)[cH:4][cH:5][cH:6]1. Reactants: Cc1cc(CNc2cccc(C(=O)c3ccc4c(c3)NC(=O)C4)c2)n(C)n1, CC[O-], CCO, CCOC=O, Cl, [Na+]. Yields the product Cc1cc(CNc2cccc(C(=O)c3ccc4c(c3)NC(=O)C4=CO)c2)n(C)n1. Reaction SMILES: [CH3:1][n:2]1[n:3][c:4]([CH3:27])[cH:5][c:6]1[CH2:7][NH:8][c:9]1[cH:10][c:11]([C:12](=[O:13])[c:14]2[cH:15][cH:16][c:17]3[c:21]([cH:22]2)[NH:20][C:19](=[O:23])[CH2:18]3)[cH:24][cH:25][cH:26]1.[CH3:34][CH2:35][O-:36].[CH3:38][CH2:39][OH:40].[CH:28](=[O:29])[O:30][CH2:31][CH3:32].[ClH:37].[Na+:33]>>[CH3:1][n:2]1[n:3][c:4]([CH3:27])[cH:5][c:6]1[CH2:7][NH:8][c:9]1[cH:10][c:11]([C:12](=[O:13])[c:14]2[cH:15][cH:16][c:17]3[c:21]([cH:22]2)[NH:20][C:19](=[O:23])[C:18]3=[CH:28][OH:29])[cH:24][cH:25][cH:26]1.